Dataset: the Open Reaction Database (ORD), a public repository of structured organic reaction records. Task: describe an organic reaction: reactants, conditions, products, and yield RXN SMILES: [ClH:1].C1C=C[C:5]2N(O)N=[N:8][C:6]=2C=1.CCN(C(C)C)C(C)C.[N:21]1[CH:26]=C[C:24]([N:27]2[CH2:32]CC3(CCNCC3)C[CH2:28]2)=[CH:23][CH:22]=1>C(Cl)Cl>[CH3:5][CH2:6][N:8]=[C:26]=[N:21][CH2:22][CH2:23][CH2:24][N:27]([CH3:28])[CH3:32].[ClH:1] |f:5.6|. Run at temperature 25 celsius, time 30 minute. Starting materials: Cl (HCl), C=1C=CC2=C(C1)N=NN2O (HOBT), CCN(C(C)C)C(C)C (DIPEA), N1=CC=C(C=C1)N1CCC2(CC1)CCNCC2 (3-pyridin-4-yl-3,9-diaza-spiro[5.5]undecane). Solvent: C(Cl)Cl (methylene chloride), C(Cl)Cl (methylene chloride). Yields the product CCN=C=NCCCN(C)C.Cl (EDCl). Procedure details: HCl (503 mg, 2.62 mmol), HOBT (177 mg, 1.311 mmol) and DIPEA (0.6 ml) were added to a solution of the product just obtained in step 5 (400 mg, 1.3114 mmol) in methylene chloride (10 ml). The reaction mixture was stirred at 25° C. for 30 min and then cooled to 0° C. and 3-pyridin-4-yl-3,9-diaza-spiro[5.5]undecane (364 mg, 1.57 mmol) was added. The reaction mixture was stirred at 25° C. for 12 h, subsequently diluted with methylene chloride and washed with sat. NH4Cl solution and with NaHCO3 solut...